Dataset: the Open Reaction Database (ORD), a public repository of structured organic reaction records. Task: describe an organic reaction: reactants, conditions, products, and yield Reactants: ClCCl.CO (dichloromethane methanol), COC=1C=C2C(=CNC2=CC1OC)C1=CC=2C(=NC=C(C2)F)N1S(=O)(=O)C1=CC=C(C=C1)C (2-(5,6-dimethoxy-1H-indol-3-yl)-5-fluoro-1-(toluene-4-sulfonyl)-1H-pyrrolo[2,3-b]pyridine), [OH-].[K+] (potassium hydroxide), C([O-])([O-])=O.[K+].[K+] (potassium carbonate). The reagents and catalysts are [Br-].C(CCC)[N+](CCCC)(CCCC)CCCC (tetrabutylammonium bromide). The solvent is ClCCCl (1,2-dichloroethane). The product is FC=1C=C2C(=NC1)N(C(=C2)C2=CN(C1=CC(=C(C=C21)OC)OC)CCCl)S(=O)(=O)C2=CC=C(C=C2)C (5-fluoro-2-[1-(2-chloroethyl)-5,6-dimethoxy-1H-indol-3-yl]-1-(toluene-4-sulfonyl)-1H-pyrrolo[2,3-b]pyridine). Reaction SMILES: [CH3:1][O:2][C:3]1[CH:4]=[C:5]2[C:9](=[CH:10][C:11]=1[O:12][CH3:13])[NH:8][CH:7]=[C:6]2[C:14]1[N:23]([S:24]([C:27]2[CH:32]=[CH:31][C:30]([CH3:33])=[CH:29][CH:28]=2)(=[O:26])=[O:25])[C:17]2=[N:18][CH:19]=[C:20]([F:22])[CH:21]=[C:16]2[CH:15]=1.[OH-].[K+].C(=O)([O-])[O-].[K+].[K+].Cl[CH2:43][Cl:44].[CH3:45]O>[Br-].C([N+](CCCC)(CCCC)CCCC)CCC.ClCCCl>[F:22][C:20]1[CH:21]=[C:16]2[CH:15]=[C:14]([C:6]3[C:5]4[C:9](=[CH:10][C:11]([O:12][CH3:13])=[C:3]([O:2][CH3:1])[CH:4]=4)[N:8]([CH2:45][CH2:43][Cl:44])[CH:7]=3)[N:23]([S:24]([C:27]3[CH:32]=[CH:31][C:30]([CH3:33])=[CH:29][CH:28]=3)(=[O:26])=[O:25])[C:17]2=[N:18][CH:19]=1 |f:1.2,3.4.5,6.7,8.9|. Procedure: But using 2 g of 2-(5,6-dimethoxy-1H-indol-3-yl)-5-fluoro-1-(toluene-4-sulfonyl)-1H-pyrrolo[2,3-b]pyridine, 0.028 g of tetrabutylammonium bromide, 1.89 g of potassium hydroxide and 1.38 g of potassium carbonate in 50 ml of 1,2-dichloroethane. After flash chromatography on a silica column [eluent: dichloromethane/methanol (98.5/1.5 by volume)], 2.05 g of 5-fluoro-2-[1-(2-chloroethyl)-5,6-dimethoxy-1H-indol-3-yl]-1-(toluene-4-sulfonyl)-1H-pyrrolo[2,3-b]pyridine are thus obtained in the form of a s... Starting materials: COCCOCCOCCN(OCc1ccccc1)C(=O)CCC(=O)NCCCCCNOCc1ccccc1, COCCOCCOCCN(OCc1ccccc1)C(=O)CCC(=O)O, O=C1CCC(=O)O1, c1ccncc1. Yields the product COCCOCCOCCN(OCc1ccccc1)C(=O)CCC(=O)NCCCCCN(OCc1ccccc1)C(=O)CCC(=O)O. As a reaction SMILES: [CH2:1]([c:2]1[cH:3][cH:4][cH:5][cH:6][cH:7]1)[O:8][N:9]([CH2:10][CH2:11][O:12][CH2:13][CH2:14][O:15][CH2:16][CH2:17][O:18][CH3:19])[C:20]([CH2:21][CH2:22][C:23]([NH:24][CH2:25][CH2:26][CH2:27][CH2:28][CH2:29][NH:30][O:31][CH2:32][c:33]1[cH:34][cH:35][cH:36][cH:37][cH:38]1)=[O:39])=[O:40].[CH2:48]([O:49][N:50]([CH2:51][CH2:52][O:53][CH2:54][CH2:55][O:56][CH2:57][CH2:58][O:59][CH3:60])[C:61](=[O:62])[CH2:63][CH2:64][C:65]([OH:66])=[O:67])[c:68]1[cH:69][cH:70][cH:71][cH:72][cH:73]1.[O:41]=[C:42]1[CH2:43][CH2:44][C:45](=[O:46])[O:47]1.[cH:74]1[cH:75][cH:76][n:77][cH:78][cH:79]1>>[CH2:1]([c:2]1[cH:3][cH:4][cH:5][cH:6][cH:7]1)[O:8][N:9]([CH2:10][CH2:11][O:12][CH2:13][CH2:14][O:15][CH2:16][CH2:17][O:18][CH3:19])[C:20]([CH2:21][CH2:22][C:23]([NH:24][CH2:25][CH2:26][CH2:27][CH2:28][CH2:29][N:30]([O:31][CH2:32][c:33]1[cH:34][cH:35][cH:36][cH:37][cH:38]1)[C:45]([CH2:44][CH2:43][C:42](=[O:41])[OH:47])=[O:46])=[O:39])=[O:40]. The reactants are C(C)[Mg]Br (Ethylmagnesium bromide), BrC1=CN=C2N1N=C(C=C2)C=2C=NN(C2)C (3-Bromo-6-(1-methyl-1H-pyrazol-4-yl)-imidazo[1,2-b]pyridazine), C1(=CC=CC=C1)S(=O)(=O)N1C=C(C=2C1=NC=CC2)C=O (1-benzenesulfonyl-1H-pyrrolo[2,3-b]pyridine-3-carbaldehyde). Run in C1CCOC1 (THF), C1CCOC1 (THF). Reaction conditions: time 30 minute. The product is C1(=CC=CC=C1)S(=O)(=O)N1C=C(C=2C1=NC=CC2)C(O)C2=CN=C1N2N=C(C=C1)C=1C=NN(C1)C ((rac)-(1-Benzenesulfonyl-1H-pyrrolo[2,3-b]pyridin-3-yl)-[6-(1-methyl-1H-pyrazol-4-yl)imidazo[1,2-b]pyridazin-3-yl]-methanol). RXN SMILES: Br[C:2]1[N:6]2[N:7]=[C:8]([C:11]3[CH:12]=[N:13][N:14]([CH3:16])[CH:15]=3)[CH:9]=[CH:10][C:5]2=[N:4][CH:3]=1.C([Mg]Br)C.[C:21]1([S:27]([N:30]2[C:34]3=[N:35][CH:36]=[CH:37][CH:38]=[C:33]3[C:32]([CH:39]=[O:40])=[CH:31]2)(=[O:29])=[O:28])[CH:26]=[CH:25][CH:24]=[CH:23][CH:22]=1>C1COCC1>[C:21]1([S:27]([N:30]2[C:34]3=[N:35][CH:36]=[CH:37][CH:38]=[C:33]3[C:32]([CH:39]([C:2]3[N:6]4[N:7]=[C:8]([C:11]5[CH:12]=[N:13][N:14]([CH3:16])[CH:15]=5)[CH:9]=[CH:10][C:5]4=[N:4][CH:3]=3)[OH:40])=[CH:31]2)(=[O:28])=[O:29])[CH:22]=[CH:23][CH:24]=[CH:25][CH:26]=1. Procedure: 3-Bromo-6-(1-methyl-1H-pyrazol-4-yl)-imidazo[1,2-b]pyridazine (Example 8.1, 150 mg, 0.539 mmol) was dissolved in THF (15 mL) under Nitrogen. Ethylmagnesium bromide solution (3 M, 0.360 mL) was added and the mixture was stirred at rt for 30 min. Then 1-benzenesulfonyl-1H-pyrrolo[2,3-b]pyridine-3-carbaldehyde (Stage 199.2, 173 mg, 0.539 mmol) in THF (2 mL) was slowly added and the mixture was stirred at rt for 3.5 h. The mixture was quenched with 10% NH4Cl solution. It was extracted with EtOAc twi... The reactants are CC1(CC=C(CC1)C1=NC(=CC=C1NC(=O)C=1NC=C(N1)C#N)C1CC(OC(C1)(C)C)(C)C)C (4-Cyano-1H-imidazole-2-carboxylic acid[2-(4,4-dimethyl-cyclohex-1-enyl)-6-(2,2,6,6-tetramethyl-tetrahydro-pyran-4-yl)-pyridin-3-yl]-amide), [C@]12(C(=O)CC(CC1)C2(C)C)CS(=O)(=O)O ((1S)-(+)-10-camphorsulfonic acid). Solvent: CCO (EtOH). Reaction conditions: time 30 minute. Product: [C@]12(C(=O)CC(CC1)C2(C)C)CS(=O)(=O)O.CC2(CC=C(CC2)C2=NC(=CC=C2NC(=O)C=2NC=C(N2)C#N)C2CC(OC(C2)(C)C)(C)C)C (4-Cyano-1H-imidazole-2-carboxylic acid[2-(4,4-dimethyl-cyclohex-1-enyl)-6-(2,2,6,6-tetramethyl-tetrahydro-pyran-4-yl)-pyridin-3-yl]-amide(1S)-(+)-10-camphorsulfonic acid salt). Yield: 84.4%. RXN SMILES: [CH3:1][C:2]1([CH3:34])[CH2:7][CH2:6][C:5]([C:8]2[C:13]([NH:14][C:15]([C:17]3[NH:18][CH:19]=[C:20]([C:22]#[N:23])[N:21]=3)=[O:16])=[CH:12][CH:11]=[C:10]([CH:24]3[CH2:29][C:28]([CH3:31])([CH3:30])[O:27][C:26]([CH3:33])([CH3:32])[CH2:25]3)[N:9]=2)=[CH:4][CH2:3]1.[C@:35]12([CH2:45][S:46]([OH:49])(=[O:48])=[O:47])[C:42]([CH3:44])([CH3:43])[CH:39]([CH2:40][CH2:41]1)[CH2:38][C:36]2=[O:37]>CCO>[C@:35]12([CH2:45][S:46]([OH:49])(=[O:47])=[O:48])[C:42]([CH3:44])([CH3:43])[CH:39]([CH2:40][CH2:41]1)[CH2:38][C:36]2=[O:37].[CH3:1][C:2]1([CH3:34])[CH2:7][CH2:6][C:5]([C:8]2[C:13]([NH:14][C:15]([C:17]3[NH:18][CH:19]=[C:20]([C:22]#[N:23])[N:21]=3)=[O:16])=[CH:12][CH:11]=[C:10]([CH:24]3[CH2:25][C:26]([CH3:33])([CH3:32])[O:27][C:28]([CH3:31])([CH3:30])[CH2:29]3)[N:9]=2)=[CH:4][CH2:3]1 |f:3.4|. Reported procedure: A solution of 4-cyano-1H-imidazole-2-carboxylic acid[2-(4,4-dimethyl-cyclohex-1-enyl)-6-(2,2,6,6-tetramethyl-tetrahydro-pyran-4-yl)-pyridin-3-yl]-amide (52.4 mg, 0.113 mmol, as prepared in Example 15, step (h)) in EtOH (2 mL) was treated with (1S)-(+)-10-camphorsulfonic acid (26.4 mg, 0.113 mmol) at room temperature for 1 h. The solvents were evaporated in vacuo, and the residue was dried under high vacuum overnight. The solid was dissolved in a minimum amount of EtOH (1 mL) with sonication and ... Reactants: CC1=C(C(=NO1)C1=NC=CC=C1)COC=1C=CC(=NC1)C(=O)O (5-(5-methyl-3-pyridin-2-yl-isoxazol-4-ylmethoxy)-pyridine-2-carboxylic acid), NC(CO)CC (rac-2-amino-1-butanol). Product: OCC(CC)NC(=O)C1=NC=C(C=C1)OCC=1C(=NOC1C)C1=NC=CC=C1 (Rac-5-(5-Methyl-3-pyridin-2-yl-isoxazol-4-ylmethoxy)-pyridine-2-carboxylic acid (1-hydroxymethyl-propyl)-amide). Yield: 70.0%. As a reaction SMILES: [CH3:1][C:2]1[O:6][N:5]=[C:4]([C:7]2[CH:12]=[CH:11][CH:10]=[CH:9][N:8]=2)[C:3]=1[CH2:13][O:14][C:15]1[CH:16]=[CH:17][C:18]([C:21]([OH:23])=O)=[N:19][CH:20]=1.[NH2:24][CH:25]([CH2:28][CH3:29])[CH2:26][OH:27]>>[OH:27][CH2:26][CH:25]([NH:24][C:21]([C:18]1[CH:17]=[CH:16][C:15]([O:14][CH2:13][C:3]2[C:4]([C:7]3[CH:12]=[CH:11][CH:10]=[CH:9][N:8]=3)=[N:5][O:6][C:2]=2[CH3:1])=[CH:20][N:19]=1)=[O:23])[CH2:28][CH3:29]. Reported procedure: As described for example 7, 5-(5-methyl-3-pyridin-2-yl-isoxazol-4-ylmethoxy)-pyridine-2-carboxylic acid (100 mg, 0.32 mmol) was converted, using rac-2-amino-1-butanol instead of isopropylamine, to the title compound (87 mg, 70%), which was obtained as a white solid. MS: m/e=383.2 [M+H]+. Reactants: CCN(C(C)C)C(C)C, ClCCl, CC(C)(C)OC(=O)NCCO, CS(=O)(=O)Cl. Product: CC(C)(C)OC(=O)NCCOS(C)(=O)=O. As a reaction SMILES: [CH:12]([N:13]([CH:14]([CH3:15])[CH3:16])[CH2:17][CH3:18])([CH3:19])[CH3:20].[Cl:26][CH2:27][Cl:28].[OH:1][CH2:2][CH2:3][NH:4][C:5]([O:6][C:7]([CH3:8])([CH3:9])[CH3:10])=[O:11].[S:21](=[O:22])(=[O:23])([CH3:24])[Cl:25]>>[O:1]([CH2:2][CH2:3][NH:4][C:5]([O:6][C:7]([CH3:8])([CH3:9])[CH3:10])=[O:11])[S:21](=[O:22])(=[O:23])[CH3:24].